From a dataset of the Open Reaction Database (ORD), a public repository of structured organic reaction records. describe an organic reaction: reactants, conditions, products, and yield Reactants: C[Si](ON)(C)C (O-trimethylsilyl-hydroxylamine), O1CCN(CC1)CC[N+]#[C-] (2-morpholino-ethyl isocyanide), C(=O)(O)[C@@H](CN1C(N(C(C1=O)(C)C)C)=O)[C@H](C(=O)N1CCCCC1)CC1CCCC1 (1-[2(R)-[1(R)-carboxy-2-(3,4,4-trimethyl-2,5-dioxo-1-imidazolidinyl)ethyl]-3-cyclopentylpropionyl)piperidine), ON1C(C=CC=C1)=O (N-hydroxy-2-pyridone). Solvent: C(Cl)Cl (methylene chloride). Conditions: time 3 hour. Product: C1(CCCC1)C[C@@H](C(=O)N1CCCCC1)[C@H](CN1C(N(C(C1=O)(C)C)C)=O)C(NO)=O (1-[3-cyclopentyl-2(R)-[1(R)-(hydroxycarbamoyl)-2-(3,4,4-trimethyl-2,5-dioxo-1-imidazolidinyl)-ethyl]propionyl]piperidine). Yield: 83.3%. As a reaction SMILES: O1CCN(CC[N+]#[C-])CC1.[C:11]([C@H:14]([C@@H:26]([CH2:35][CH:36]1[CH2:40][CH2:39][CH2:38][CH2:37]1)[C:27]([N:29]1[CH2:34][CH2:33][CH2:32][CH2:31][CH2:30]1)=[O:28])[CH2:15][N:16]1[C:20](=[O:21])[C:19]([CH3:23])([CH3:22])[N:18]([CH3:24])[C:17]1=[O:25])([OH:13])=O.[OH:41][N:42]1C=CC=CC1=O.C[Si](C)(C)ON>C(Cl)Cl>[CH:36]1([CH2:35][C@H:26]([C@@H:14]([C:11](=[O:13])[NH:42][OH:41])[CH2:15][N:16]2[C:20](=[O:21])[C:19]([CH3:23])([CH3:22])[N:18]([CH3:24])[C:17]2=[O:25])[C:27]([N:29]2[CH2:34][CH2:33][CH2:32][CH2:31][CH2:30]2)=[O:28])[CH2:40][CH2:39][CH2:38][CH2:37]1. Procedure details: 0.78 g of 2-morpholino-ethyl isocyanide was added at 22° to a suspension of 2.11 g of 1-[2(R)-[1(R)-carboxy-2-(3,4,4-trimethyl-2,5-dioxo-1-imidazolidinyl)ethyl]-3-cyclopentylpropionyl)piperidine from Example 11 and 0.61 g of N-hydroxy-2-pyridone in 21 ml of methylene chloride and the mixture was stirred for 3 hrs. The solution was treated with 0.58 g of O-trimethylsilyl-hydroxylamine and stirred for 2 hrs. The reaction mixture was washed with saturated NaHCO3 solution and with water and evaporat... The reactants are COc1cc(C#N)ccc1OCc1ccccc1, CC(=O)O, O=[N+]([O-])O. Product: COc1cc(C#N)c([N+](=O)[O-])cc1OCc1ccccc1. RXN SMILES: [CH2:5]([c:6]1[cH:7][cH:8][cH:9][cH:10][cH:11]1)[O:12][c:13]1[c:14]([O:21][CH3:22])[cH:15][c:16]([C:17]#[N:18])[cH:19][cH:20]1.[CH3:23][C:24](=[O:25])[OH:26].[OH:1][N+:2]([O-:3])=[O:4]>>[O-:1][N+:2](=[O:4])[c:19]1[c:16]([C:17]#[N:18])[cH:15][c:14]([O:21][CH3:22])[c:13]([O:12][CH2:5][c:6]2[cH:7][cH:8][cH:9][cH:10][cH:11]2)[cH:20]1. Reactants: ClC=1C=CC=2N(N1)C(=NN2)C(F)(F)F (6-chloro-3-(trifluoromethyl)-[1,2,4]triazolo[4,3-b]pyridazine), N1=CC(=CC=C1)C1(CCNCC1)O (4-(pyridin-3-yl)piperidin-4-ol), CCN(C(C)C)C(C)C (DIPEA). Run in CN(C)C=O (DMF), O (water). Yields the product N1=CC(=CC=C1)C1(CCN(CC1)C=1C=CC=2N(N1)C(=NN2)C(F)(F)F)O (4-pyridin-3-yl-1-[3-(trifluoromethyl)[1,2,4]triazolo[4,3-b]pyridazin-6-yl]piperidin-4-ol). The yield is 90.8%. As a reaction SMILES: Cl[C:2]1[CH:3]=[CH:4][C:5]2[N:6]([C:8]([C:11]([F:14])([F:13])[F:12])=[N:9][N:10]=2)[N:7]=1.[N:15]1[CH:20]=[CH:19][CH:18]=[C:17]([C:21]2([OH:27])[CH2:26][CH2:25][NH:24][CH2:23][CH2:22]2)[CH:16]=1.CCN(C(C)C)C(C)C>CN(C=O)C.O>[N:15]1[CH:20]=[CH:19][CH:18]=[C:17]([C:21]2([OH:27])[CH2:22][CH2:23][N:24]([C:2]3[CH:3]=[CH:4][C:5]4[N:6]([C:8]([C:11]([F:14])([F:13])[F:12])=[N:9][N:10]=4)[N:7]=3)[CH2:25][CH2:26]2)[CH:16]=1. Procedure details: A stirred solution of 6-chloro-3-(trifluoromethyl)-[1,2,4]triazolo[4,3-b]pyridazine (24.29 g, 109.15 mmol), 4-(pyridin-3-yl)piperidin-4-ol (21.40 g, 120.07 mmol) and DIPEA (24.72 ml, 141.90 mmol) in DMF (95 ml) was heated at 80° C. for 1 hour. The solution was cooled to ambient temperature and slowly diluted with water, with seeding, to give a crystalline precipitate. The precipitate was collected by filtration, washed with water, acetonitrile and ether and dried under vacuum to afford 4-pyridin... Starting materials: CS(=O)(=O)OS(=O)(=O)C (Methanesulfonic anhydride), NCCCOC=1C=CC=2C3=C(C(=NC2C1)N)N=C(N3CC(C)C)CCC (7-(3-aminopropoxy)-1-(2-methylpropyl)-2-propyl-1H-imidazo[4,5-c]quinolin-4-amine), C([O-])(O)=O.[Na+] (sodium bicarbonate). Run in C(Cl)(Cl)Cl (chloroform). Reaction conditions: temperature 0 celsius, time 18 hour. Product: NC1=NC=2C=C(C=CC2C2=C1N=C(N2CC(C)C)CCC)OCCCNS(=O)(=O)C (N-{3-[4-amino-1-(2-methylpropyl)-2-propyl-1H-imidazo[4,5-c]quinolin-7-yloxy]propyl}methanesulfonamide). Yield: 26.2%. RXN SMILES: [CH3:1][S:2]([O:5]S(C)(=O)=O)(=O)=[O:3].[NH2:10][CH2:11][CH2:12][CH2:13][O:14][C:15]1[CH:16]=[CH:17][C:18]2[C:19]3[N:28]([CH2:29][CH:30]([CH3:32])[CH3:31])[C:27]([CH2:33][CH2:34][CH3:35])=[N:26][C:20]=3[C:21]([NH2:25])=[N:22][C:23]=2[CH:24]=1.C(=O)(O)[O-].[Na+]>C(Cl)(Cl)Cl>[NH2:25][C:21]1[C:20]2[N:26]=[C:27]([CH2:33][CH2:34][CH3:35])[N:28]([CH2:29][CH:30]([CH3:32])[CH3:31])[C:19]=2[C:18]2[CH:17]=[CH:16][C:15]([O:14][CH2:13][CH2:12][CH2:11][NH:10][S:2]([CH3:1])(=[O:5])=[O:3])=[CH:24][C:23]=2[N:22]=1 |f:2.3|. Reported procedure: Methanesulfonic anhydride (0.245 g, 1.41 mmol) was added in one portion to a suspension of 7-(3-aminopropoxy)-1-(2-methylpropyl)-2-propyl-1H-imidazo[4,5-c]quinolin-4-amine (0.500 g, 1.41 mmol) in chloroform, and the reaction was stirred for 18 hours. Saturated aqueous sodium bicarbonate was added, and the reaction was stirred for 20 minutes. The aqueous layer was separated and extracted with chloroform. The combined organic fractions were washed with water and brine, dried over magnesium sulfate... Reactants: C(C)(C)(C)C=1N=C(SC1)NC(=O)C1=CC=2N(C(C(=C(N2)N2C[C@@H](CCC2)O)/C=C/C(=O)O)=O)C=C1 ((E)-3-{8-({[4-(tert-Butyl)-1,3-thiazol-2-yl]amino}carbonyl)-2-[(3R)-3-hydroxyhexahydro-1-pyridinyl]-4-oxo-4H-pyrido[1,2-a]pyrimidin-3-yl}-2-propenoic acid), C(C)(C)(C)C=1N=C(SC1)NC(=O)C1=CC=2N(C(CC(N2)=O)=O)C=C1 (N8-[4-(tert-butyl)-1,3-thiazol-2-yl]-2,4-dioxo-3,4-dihydro-2H-pyrido[1,2-a]pyrimidine-8-carboxamide), O[C@H]1CNCCC1 ((R)-(+)-3-hydroxypiperidine). The product is C(C)(C)(C)C=1N=C(SC1)NC(=O)C1=CC=2N(C(C=C(N2)N2C[C@@H](CCC2)O)=O)C=C1 (N8-[4-(tert-Butyl)-1,3-thiazol-2-yl]-2-[(3R)-3-hydroxyhexahydro-1-pyridinyl]-4-oxo-4H-pyrido[1,2-a]pyrimidine-8-carboxamide). Yield: 65.0%. Reaction SMILES: [C:1]([C:5]1[N:6]=[C:7]([NH:10][C:11]([C:13]2[CH:35]=[CH:34][N:16]3[C:17](=[O:33])[C:18](/C=C/C(O)=O)=[C:19]([N:21]4[CH2:26][CH2:25][CH2:24][C@@H:23]([OH:27])[CH2:22]4)[N:20]=[C:15]3[CH:14]=2)=[O:12])[S:8][CH:9]=1)([CH3:4])([CH3:3])[CH3:2].C(C1N=C(NC(C2C=CN3C(=O)CC(=O)N=C3C=2)=O)SC=1)(C)(C)C.O[C@@H]1CCCNC1>>[C:1]([C:5]1[N:6]=[C:7]([NH:10][C:11]([C:13]2[CH:35]=[CH:34][N:16]3[C:17](=[O:33])[CH:18]=[C:19]([N:21]4[CH2:26][CH2:25][CH2:24][C@@H:23]([OH:27])[CH2:22]4)[N:20]=[C:15]3[CH:14]=2)=[O:12])[S:8][CH:9]=1)([CH3:4])([CH3:2])[CH3:3]. Procedure: Reactions were performed in the same manner as in Example 8, (E) by using N8-[4-(tert-butyl)-1,3-thiazol-2-yl]-2,4-dioxo-3,4-dihydro-2H-pyrido[1,2-a]pyrimidine-8-carboxamide (300 mg, 0.871 mmol) and (R)-(+)-3-hydroxypiperidine (530 mg, 5.226 mmol) to obtain 241.8 mg (65%) of the title compound. Reactants: C(C)(C)(C)OC(=O)N1C=CC2=CC(=CC=C12)O (5-hydroxy-1H-indole-1-carboxylic acid tert-butyl ester), CC(C)OC(=O)/N=N/C(=O)OC(C)C (diisopropylazodicarboxylate), C1(=CC=CC=C1)P(C1=CC=CC=C1)C1=CC=CC=C1 (triphenylphosphine), C(C)(=O)O[C@H]1C(O)SC[C@H]([C@@H]1OC(C)=O)OC(C)=O (2,3,4-tri-O-acetyl-5-thio-D-xylopyranose). Run in C1CCOC1 (THF), C1CCOC1 (THF). Run at temperature 45 celsius, time 3 hour. Yields the product CC(C)(C)OC(=O)N1C=CC2=CC(=CC=C12)OC1[C@H](OC(C)=O)[C@@H](OC(C)=O)[C@H](OC(C)=O)CS1 (5-[(2,3,4-tri-O-acetyl-5-thio-D-xylopyranosyl)oxy]-1H-indole-1-carboxylic Acid 1,1-dimethylethyl Ester). The yield is 11.0%. Reaction SMILES: [C:1]([O:5][C:6]([N:8]1[C:16]2[C:11](=[CH:12][C:13]([OH:17])=[CH:14][CH:15]=2)[CH:10]=[CH:9]1)=[O:7])([CH3:4])([CH3:3])[CH3:2].CC(OC(/N=N/C(OC(C)C)=O)=O)C.C1(P(C2C=CC=CC=2)C2C=CC=CC=2)C=CC=CC=1.[C:51]([O:54][C@@H:55]1[C@@H:61]([O:62][C:63](=[O:65])[CH3:64])[C@H:60]([O:66][C:67](=[O:69])[CH3:68])[CH2:59][S:58][CH:56]1O)(=[O:53])[CH3:52]>C1COCC1>[CH3:3][C:1]([O:5][C:6]([N:8]1[C:16]2[C:11](=[CH:12][C:13]([O:17][CH:56]3[S:58][CH2:59][C@@H:60]([O:66][C:67](=[O:69])[CH3:68])[C@H:61]([O:62][C:63](=[O:65])[CH3:64])[C@H:55]3[O:54][C:51](=[O:53])[CH3:52])=[CH:14][CH:15]=2)[CH:10]=[CH:9]1)=[O:7])([CH3:4])[CH3:2]. Procedure: A solution of 1.75 g (7.51 mM) of 5-hydroxy-1H-indole-1-carboxylic acid tert-butyl ester in 25 ml of THF, 2.73 g (13.5 mM) of diisopropylazodicarboxylate and 3.54 g (13.5 mM) of triphenylphosphine are added to a solution of 2.85 g (9.75 mM) of 2,3,4-tri-O-acetyl-5-thio-D-xylopyranose in 50 ml of THF. The reaction mixture is stirred at 45° C. for 3 hours and then concentrated under reduced pressure. The evaporation residue is dissolved in ethyl acetate and the organic phase is washed with a 1N so... The reactants are ClC1=C2C(=NC=N1)N(N=C2)CCN2CCCCC2 (4-chloro-1-(2-(piperidin-1-yl)ethyl)-1H-pyrazolo[3,4-d]pyrimidine), C(CCC)[Sn](C=1OC=CN1)(CCCC)CCCC (2-(tri-n-butylstannyl)oxazole). The reagents and catalysts are C=1C=CC(=CC1)[P](C=2C=CC=CC2)(C=3C=CC=CC3)[Pd]([P](C=4C=CC=CC4)(C=5C=CC=CC5)C=6C=CC=CC6)([P](C=7C=CC=CC7)(C=8C=CC=CC8)C=9C=CC=CC9)[P](C=1C=CC=CC1)(C=1C=CC=CC1)C=1C=CC=CC1 (Pd(Ph3P)4). Solvent: C1(=CC=CC=C1)C (toluene). Conditions: temperature 100 celsius, time 30 minute. Yields the product N1(CCCCC1)CCN1N=CC=2C1=NC=NC2C=2OC=CN2 (2-(1-(2-(piperidin-1-yl)ethyl)-1H-pyrazolo[3,4-d]pyrimidin-4-yl)oxazole). Isolated yield 63.8%. As a reaction SMILES: Cl[C:2]1[N:7]=[CH:6][N:5]=[C:4]2[N:8]([CH2:11][CH2:12][N:13]3[CH2:18][CH2:17][CH2:16][CH2:15][CH2:14]3)[N:9]=[CH:10][C:3]=12.C([Sn](CCCC)(CCCC)[C:24]1[O:25][CH:26]=[CH:27][N:28]=1)CCC>C1(C)C=CC=CC=1.C1C=CC([P]([Pd]([P](C2C=CC=CC=2)(C2C=CC=CC=2)C2C=CC=CC=2)([P](C2C=CC=CC=2)(C2C=CC=CC=2)C2C=CC=CC=2)[P](C2C=CC=CC=2)(C2C=CC=CC=2)C2C=CC=CC=2)(C2C=CC=CC=2)C2C=CC=CC=2)=CC=1>[N:13]1([CH2:12][CH2:11][N:8]2[C:4]3=[N:5][CH:6]=[N:7][C:2]([C:24]4[O:25][CH:26]=[CH:27][N:28]=4)=[C:3]3[CH:10]=[N:9]2)[CH2:18][CH2:17][CH2:16][CH2:15][CH2:14]1 |^1:47,49,68,87|. Procedure details: A mixture of 4-chloro-1-(2-(piperidin-1-yl)ethyl)-1H-pyrazolo[3,4-d]pyrimidine (50 mg, 0.188 mmol), 2-(tri-n-butylstannyl)oxazole (0.059 ml, 0.282 mmol) in toluene (3 mL) was introduced in a microwave vial. It was degassed by argon for 30 minutes followed by the addition of Pd(Ph3P)4 (22 mg, 19 mmol) after which the mixture was degassed for 10 additional minutes. The mixture was stirred at 100° C. for 30 min under microwave irradiation (150 W). The solvent was removed and the crude thus obtained...